describe an organic reaction: reactants, conditions, products, and yield From a dataset of the Open Reaction Database (ORD), a public repository of structured organic reaction records. The reactants are C1CCOC1, C[O-], FC(F)(F)c1cccnc1-c1ccc2c(Cl)cc(Cl)nc2c1, [Na+], O. Yields the product COc1cc(Cl)nc2cc(-c3ncccc3C(F)(F)F)ccc12. As a reaction SMILES: [CH2:27]1[O:28][CH2:29][CH2:30][CH2:31]1.[CH3:1][O-:2].[Cl:4][c:5]1[n:6][c:7]2[cH:8][c:9](-[c:16]3[n:17][cH:18][cH:19][cH:20][c:21]3[C:22]([F:23])([F:24])[F:25])[cH:10][cH:11][c:12]2[c:13]([Cl:15])[cH:14]1.[Na+:3].[OH2:26]>>[CH3:1][O:2][c:13]1[c:12]2[c:7]([n:6][c:5]([Cl:4])[cH:14]1)[cH:8][c:9](-[c:16]1[n:17][cH:18][cH:19][cH:20][c:21]1[C:22]([F:23])([F:24])[F:25])[cH:10][cH:11]2. Starting materials: NC=1N=CC2=C(N1)N(C(C(=C2)C2=C(C=CC=C2Cl)Cl)=O)C (2-amino-6-(2,6-dichlorophenyl)-8-methyl-pyrido[2,3-d]pyrimidin-7(8H)-one), COC=1C=CC(=CC1)P2(=S)SP(=S)(S2)C=3C=CC(=CC3)OC (Lawesson's Reagent). Solvent: N1=CC=CC=C1 (pyridine). Reaction conditions: time 24 hour. Product: NC=1N=CC2=C(N1)N(C(C(=C2)C2=C(C=CC=C2Cl)Cl)=S)C (2-Amino-6-(2,6-dichlorophenyl)-8-methyl-pyrido[2,3-d]-pyrimidin-7(8H)-thion). RXN SMILES: [NH2:1][C:2]1[N:3]=[CH:4][C:5]2[CH:11]=[C:10]([C:12]3[C:17]([Cl:18])=[CH:16][CH:15]=[CH:14][C:13]=3[Cl:19])[C:9](=O)[N:8]([CH3:21])[C:6]=2[N:7]=1.COC1C=CC(P2(SP(C3C=CC(OC)=CC=3)(=S)S2)=[S:31])=CC=1>N1C=CC=CC=1>[NH2:1][C:2]1[N:3]=[CH:4][C:5]2[CH:11]=[C:10]([C:12]3[C:17]([Cl:18])=[CH:16][CH:15]=[CH:14][C:13]=3[Cl:19])[C:9](=[S:31])[N:8]([CH3:21])[C:6]=2[N:7]=1. Procedure details: A mixture of 0.321 g (1.0 mmol) of 2-amino-6-(2,6-dichlorophenyl)-8-methyl-pyrido[2,3-d]pyrimidin-7-(8H)-one from Example 12 and 0.404 g (1.0 mmol) of Lawesson's Reagent in 10 mL of pyridine was heated at reflux with stirring for 24 hours. The solvent was evaporated under reduced pressure, and the residue was triturated with 20 mL of water, filtered, and the cake washed well with water. Purification was by silica gel chromatography to afford the desired compound identified as 2-amino-6-(2,6-dich... Reactants: N1(C)C(=O)N(C)C=2N=CNC2C1=O.ClCCCC (theophylline chloro-butane), [C-]#N.[Na+] (sodium cyanide), [I-].[Na+] (sodium iodide). Solvent: CN(C=O)C (dimethylformamide). The product is N1(C)C(=O)N(C)C=2N=CN(C2C1=O)CCCCC#N (δ-(theophylline-7- yl)-valeronitrile). The yield is 73.0%. As a reaction SMILES: [N:1]1([C:12](=[O:13])[C:11]2[NH:10][CH:9]=[N:8][C:7]=2[N:5]([CH3:6])[C:3]1=[O:4])[CH3:2].Cl[CH2:15][CH2:16][CH2:17][CH3:18].[C-:19]#[N:20].[Na+].[I-].[Na+]>CN(C)C=O>[N:1]1([C:12](=[O:13])[C:11]2[N:10]([CH2:18][CH2:17][CH2:16][CH2:15][C:19]#[N:20])[CH:9]=[N:8][C:7]=2[N:5]([CH3:6])[C:3]1=[O:4])[CH3:2] |f:0.1,2.3,4.5|. Procedure: 2.7 g. of theophylline-chloro-butane according to Example b., 0.51 g. of sodium cyanide, 0.01 g. of sodium iodide and 10 cm3 of dimethylformamide are heated at 95° C. for 5 hours. Thus 1.9 g. (73% yield) of δ-(theophylline-7- yl)-valeronitrile are obtained, m.p.: 118°-120° C. (ethylacetate). Starting materials: FC(C1=CC(=NC=2N1N=CC2C(=O)O)C2=CC(=C(C=C2)C(F)(F)F)C)F (7-difluoromethyl-5-(3-methyl-4-trifluoromethyl-phenyl)-pyrazolo[1,5-a]pyrimidine-3-carboxylic acid), N1(CCOCC1)S(=O)(=O)C=1C=C(C=CC1)N (3-(morpholine-4-sulfonyl)-phenylamine). Product: N1(CCOCC1)S(=O)(=O)C=1C=C(C=CC1)NC(=O)C=1C=NN2C1N=C(C=C2C(F)F)C2=CC(=C(C=C2)C(F)(F)F)C (7-Difluoromethyl-5-(3-methyl-4-trifluoromethyl-phenyl)-pyrazolo[1,5-a]pyrimidine-3-carboxylic acid[3-(morpholine-4-sulfonyl)-phenyl]-amide). As a reaction SMILES: [F:1][CH:2]([F:26])[C:3]1[N:8]2[N:9]=[CH:10][C:11]([C:12]([OH:14])=O)=[C:7]2[N:6]=[C:5]([C:15]2[CH:20]=[CH:19][C:18]([C:21]([F:24])([F:23])[F:22])=[C:17]([CH3:25])[CH:16]=2)[CH:4]=1.[N:27]1([S:33]([C:36]2[CH:37]=[C:38]([NH2:42])[CH:39]=[CH:40][CH:41]=2)(=[O:35])=[O:34])[CH2:32][CH2:31][O:30][CH2:29][CH2:28]1>>[N:27]1([S:33]([C:36]2[CH:37]=[C:38]([NH:42][C:12]([C:11]3[CH:10]=[N:9][N:8]4[C:3]([CH:2]([F:1])[F:26])=[CH:4][C:5]([C:15]5[CH:20]=[CH:19][C:18]([C:21]([F:22])([F:24])[F:23])=[C:17]([CH3:25])[CH:16]=5)=[N:6][C:7]=34)=[O:14])[CH:39]=[CH:40][CH:41]=2)(=[O:35])=[O:34])[CH2:28][CH2:29][O:30][CH2:31][CH2:32]1. Reported procedure: The title compound was prepared from 7-difluoromethyl-5-(3-methyl-4-trifluoromethyl-phenyl)-pyrazolo[1,5-a]pyrimidine-3-carboxylic acid (example C.5) and 3-(morpholine-4-sulfonyl)-phenylamine [CAS 22184-97-0; commercially available] according to general procedure II. Yellow solid. MS (ISP) 595.2 [(M+H)+]; mp 261° C. The reactants are O (water), C(C1=CC=CC=C1)(=O)NC(C(=O)OC)=CN(C)C (methyl 2-benzoylamino-3-dimethylaminoacrylate), NC1=CC=CC=C1 (aniline), Cl (hydrochloric acid). The solvent is C(C)(C)O (isopropanol). Run at temperature 10 celsius, time 10 minute. The product is C(C1=CC=CC=C1)(=O)NC(C(=O)OC)=CNC1=CC=CC=C1 (methyl 2-benzoylamino-3-phenylaminoacrylate). As a reaction SMILES: [C:1]([NH:9][C:10](=[CH:15][N:16]([CH3:18])C)[C:11]([O:13][CH3:14])=[O:12])(=[O:8])[C:2]1[CH:7]=[CH:6][CH:5]=[CH:4][CH:3]=1.N[C:20]1[CH:25]=[CH:24]C=[CH:22][CH:21]=1.Cl.O>C(O)(C)C>[C:1]([NH:9][C:10](=[CH:15][NH:16][C:18]1[CH:24]=[CH:25][CH:20]=[CH:21][CH:22]=1)[C:11]([O:13][CH3:14])=[O:12])(=[O:8])[C:2]1[CH:3]=[CH:4][CH:5]=[CH:6][CH:7]=1. Procedure details: 10 g (39.5 mmol) of methyl 2-benzoylamino-3-dimethylaminoacrylate and 11.1 g (118 mmol) of aniline were dissolved at 40° C. in 200 ml of isopropanol. The solution was admixed with 3.6 ml (43.5 mmol) of concentrated hydrochloric acid within 5 minutes (min) and stirred for a further 10 min. 200 ml of deionized water were added, the suspension was cooled to 10° C. and the crystallized product was filtered off. Conditions: temperature 0 celsius, time 2 hour. The reactants are Cl (hydrochloric acid), BrC1=C(C=CC=C1)CCOC1OCCCC1 (2-[2-(2-bromophenyl)ethoxy]tetrahydropyran), B(OC(C)C)(OC(C)C)OC(C)C (triisopropyl borate), C(CCC)[Li] (n-butyllithium). Procedure details: To a solution of 2-[2-(2-bromophenyl)ethoxy]tetrahydropyran (3.58 g, 12.5 mmol) and triisopropyl borate (3.70 ml, 16.1 mmol) in tetrahydrofuran (10.0 ml) was added a solution (10.0 ml) of 1.6M n-butyllithium in hexane at −78° C., and the mixture was stirred for 2 hr while gradually raising the temperature to 0° C. 1N hydrochloric acid was added to the reaction mixture, and the mixture was extracted with ethyl acetate. The organic layer was washed with saturated brine and dried over anhydrous sod... The yield is 56.6%. As a reaction SMILES: Br[C:2]1[CH:7]=[CH:6][CH:5]=[CH:4][C:3]=1[CH2:8][CH2:9][O:10][CH:11]1[CH2:16][CH2:15][CH2:14][CH2:13][O:12]1.[B:17](OC(C)C)([O:22]C(C)C)[O:18]C(C)C.C([Li])CCC.Cl>O1CCCC1.CCCCCC>[O:12]1[CH2:13][CH2:14][CH2:15][CH2:16][CH:11]1[O:10][CH2:9][CH2:8][C:3]1[CH:4]=[CH:5][CH:6]=[CH:7][C:2]=1[B:17]([OH:22])[OH:18]. Yields the product O1C(CCCC1)OCCC1=C(C=CC=C1)B(O)O (2-[2-(tetrahydropyran-2-yloxy)ethyl]phenylboronic acid). The solvent is O1CCCC1 (tetrahydrofuran), CCCCCC (hexane). As a reaction SMILES: [CH3:1][O-:2].[Na+].[Na].[Cl:5][C:6]1[CH:14]=[CH:13][C:12]([CH3:15])=[C:11]([F:16])[C:7]=1C(N)=O.Br[N:18]1[C:22](=[O:23])CCC1=O>CO>[CH3:1][O:2][C:22](=[O:23])[NH:18][C:7]1[C:11]([F:16])=[C:12]([CH3:15])[CH:13]=[CH:14][C:6]=1[Cl:5] |f:0.1,^1:3|. Solvent: CO (methanol). Starting materials: C[O-].[Na+] (sodium methoxide), [Na] (sodium), BrN1C(CCC1=O)=O (N-Bromosuccinimide), ClC1=C(C(=O)N)C(=C(C=C1)C)F (2-Chloro-5-methyl-6-fluorobenzamide). Yields the product COC(NC1=C(C=CC(=C1F)C)Cl)=O (N-(2-chloro-5-methyl-6-fluorophenyl)-carbamic acid methyl ester). Reaction conditions: time 30 minute. Procedure details: A solution of sodium methoxide is generated by treating metallic sodium (29 g, 1.26 mol) with 1000 mL of anhydrous methanol by dropwise addition under an inert atmosphere. After the metal is completely consumed, the solution is heated at reflux temperature for 30 minutes and then cooled to room temperature. 2-Chloro-5-methyl-6-fluorobenzamide (42 g, 0.22 mol) is added and stirring continued for an additional 30 minutes at room temperature. N-Bromosuccinimide (78 g, 0.44 mol) is then slowly added...